Dataset: the Open Reaction Database (ORD), a public repository of structured organic reaction records. Task: describe an organic reaction: reactants, conditions, products, and yield Procedure details: A mixture of p-xylene (25 ml), and Fe3+ montmorillonite or Zn2+ montmorillonite (0.5 g) were taken in a 50 ml two-necked round-bottomed flask equipped with Dean-Stark apparatus. Fuming nitric acid (5 ml) was added dropwise into the reaction mixture. The reaction mixture was heated to reflux where upon the required amount of liberated water was collected in the Dean-Stark apparatus which usually takes 1.5 hr. Later on, the catalyst was filtered and the reaction mixture was concentrated to obtain ... Solvent: O (water). The reactants are CC=1C=CC(=CC1)C (p-xylene), Fe3+ montmorillonite, Zn2+ montmorillonite, [N+](=O)(O)[O-] (nitric acid). As a reaction SMILES: [CH3:1][C:2]1[CH:3]=[CH:4][C:5]([CH3:8])=[CH:6][CH:7]=1.[N+:9]([O-])([OH:11])=[O:10]>O>[N+:9]([C:3]1[CH:4]=[C:5]([CH3:8])[CH:6]=[CH:7][C:2]=1[CH3:1])([O-:11])=[O:10]. The product is [N+](=O)([O-])C1=C(C=CC(=C1)C)C (nitro p-xylene). Starting materials: CN1C(=C(C2=C(C=C(S2)Cl)S1(=O)=O)O)C(=O)NC=3C=CC=CN3 (lornoxicam), C(O)([O-])=O.[Na+] (sodium hydrogencarbonate). The solvent is C(C)O (ethanol), O (water). Yields the product C(=O)=O (carbon dioxide), CN1C(=C(C2=C(C=C(S2)Cl)S1(=O)=O)O)C(=O)NC=3C=CC=CN3 (lornoxicam). Reaction SMILES: [C:1](=O)([O-:3])[OH:2].[Na+].[CH3:6][N:7]1[S:16](=[O:18])(=[O:17])[C:11]2[CH:12]=[C:13]([Cl:15])[S:14][C:10]=2[C:9]([OH:19])=[C:8]1[C:20]([NH:22][C:23]1[CH:24]=[CH:25][CH:26]=[CH:27][N:28]=1)=[O:21]>O.C(O)C>[C:1](=[O:3])=[O:2].[CH3:6][N:7]1[S:16](=[O:18])(=[O:17])[C:11]2[CH:12]=[C:13]([Cl:15])[S:14][C:10]=2[C:9]([OH:19])=[C:8]1[C:20]([NH:22][C:23]1[CH:24]=[CH:25][CH:26]=[CH:27][N:28]=1)=[O:21] |f:0.1|. Procedure details: 8 g of sodium hydrogencarbonate was dissolved in 120 g of water and mixed with a suspension of 32 g lornoxicam in 600 g of ethanol. While forming gaseous carbon dioxide, lornoxicam dissolved. 100 g of Pharmacoat 606W was added and dissolved. 212 g of sodium hydrogen carbonate was admixed and dissolved. The solution obtained was mixed with Avicel in a lab size mixer. The wet mixture was dried and then magnesium stearate and polyplasdone XL were admixed in the lab scale mixer. The reactants are C(C)C1=CC(=C(NC1=O)C)C1=CC=C(S1)C=O (5-(5-ethyl-2-methyl-6-oxo-1,6-dihydropyridin-3-yl]thiophen-2-carbaldehyde), [BH4-].[Na+] (sodium borohydride). Run in CO (methanol). Run at time 6 hour. The product is C(C)C1=CC(=C(NC1=O)C)C1=CC=C(S1)CO (5-(5-Ethyl-2-methyl-6-oxo-1,6-dihydropyridin-3-yl]thiophen-2-methanol). Isolated yield 20.0%. As a reaction SMILES: [CH2:1]([C:3]1[C:8](=[O:9])[NH:7][C:6]([CH3:10])=[C:5]([C:11]2[S:15][C:14]([CH:16]=[O:17])=[CH:13][CH:12]=2)[CH:4]=1)[CH3:2].[BH4-].[Na+]>CO>[CH2:1]([C:3]1[C:8](=[O:9])[NH:7][C:6]([CH3:10])=[C:5]([C:11]2[S:15][C:14]([CH2:16][OH:17])=[CH:13][CH:12]=2)[CH:4]=1)[CH3:2] |f:1.2|. Reported procedure: To a solution of 5-(5-ethyl-2-methyl-6-oxo-1,6-dihydropyridin-3-yl]thiophen-2-carbaldehyde in methanol (5 mL/mmol) is added one molar equivalent of sodium borohydride at room temperature and the reaction mixture is stirred for about 6 hrs. at room temperature. The reaction mixture is then concentrated, taken up in dichloromethane and washed with water. The organic phase is concentrated and purified by RP-HPLC to give the title compound (20% yield) as a yellow solid. LC/MS: RT 1.90 min; m/e 250 (... The reactants are C(C1=CC=CC=C1)(=O)OCN1C(=O)N(C(=O)C(=C1)F)COC(C1=CC=CC=C1)=O (1,3-bis(benzoyloxymethyl)-5-fluorouracil), [OH-].[Na+] (caustic soda), C(C1=CC=CC=C1)(=O)OCN1C(=O)N(C(=O)C(=C1)F)COC(C1=CC=CC=C1)=O (1,3-bis(benzoyloxymethyl)-5-fluorouracil). The solvent is N1=CC=CC=C1 (pyridine), O (water). Reaction conditions: time 4 hour. Product: C(C1=CC=CC=C1)(=O)OCN1C(NC=C(C1=O)F)=O (3-Benzoyloxymethyl-5-fluorouracil). As a reaction SMILES: C(OC[N:11]1[CH:18]=[C:17]([F:19])[C:15](=[O:16])[N:14]([CH2:20][O:21][C:22](=[O:29])[C:23]2[CH:28]=[CH:27][CH:26]=[CH:25][CH:24]=2)[C:12]1=[O:13])(=O)C1C=CC=CC=1.[OH-].[Na+]>N1C=CC=CC=1.O>[C:22]([O:21][CH2:20][N:14]1[C:15](=[O:16])[C:17]([F:19])=[CH:18][NH:11][C:12]1=[O:13])(=[O:29])[C:23]1[CH:24]=[CH:25][CH:26]=[CH:27][CH:28]=1 |f:1.2|. Reported procedure: In a mixture of 10 ml of pyridine and 10 ml of water was dissolved 4 g (0.01 mol) of 1,3-bis(benzoyloxymethyl)-5-fluorouracil. A 5% aqueous caustic soda solution was slowly added dropwise to the solution under agitation while maintaining the pH value of the liquid at 10~11. The mixture was kept for 4 hours at 60° C. whereby alkaline hydrolysis of the starting 1,3-bis(benzoyloxymethyl)-5-fluorouracil was effected. After completion of the hydrolysis reaction, the reaction liquid was concentrated u... The reactants are [Al+3], CN(C)C(=O)C1CC2CCC1c1c2c2ccccc2n1C, [H-], [H-], [H-], [H-], [Li+], C1CCOC1. Product: CN(C)CC1CC2CCC1c1c2c2ccccc2n1C. Reaction SMILES: [Al+3:23].[CH3:1][N:2]([C:3](=[O:4])[CH:5]1[CH:6]2[c:7]3[n:8]([CH3:20])[c:9]4[cH:10][cH:11][cH:12][cH:13][c:14]4[c:15]3[CH:16]([CH2:17]1)[CH2:18][CH2:19]2)[CH3:21].[H-:22].[H-:25].[H-:26].[H-:27].[Li+:24].[O:28]1[CH2:29][CH2:30][CH2:31][CH2:32]1>>[CH3:1][N:2]([CH2:3][CH:5]1[CH:6]2[c:7]3[n:8]([CH3:20])[c:9]4[cH:10][cH:11][cH:12][cH:13][c:14]4[c:15]3[CH:16]([CH2:17]1)[CH2:18][CH2:19]2)[CH3:21]. Reactants: CN(C)C=O, CC(O)c1ccc(C2=NOC(c3cc(Cl)cc(Cl)c3)(C(F)(F)F)C2)cc1Cl, ClCCl, O, O=S(Cl)Cl. The product is CC(Cl)c1ccc(C2=NOC(c3cc(Cl)cc(Cl)c3)(C(F)(F)F)C2)cc1Cl. RXN SMILES: [CH3:28][N:29]([CH3:30])[CH:31]=[O:32].[Cl:1][c:2]1[cH:3][c:4]([C:11]2=[N:12][O:13][C:14]([C:16]([F:17])([F:18])[F:19])([c:20]3[cH:21][c:22]([Cl:27])[cH:23][c:24]([Cl:26])[cH:25]3)[CH2:15]2)[cH:5][cH:6][c:7]1[CH:8]([CH3:9])[OH:10].[Cl:34][CH2:35][Cl:36].[OH2:33].[S:37]([Cl:38])([Cl:39])=[O:40]>>[Cl:1][c:2]1[cH:3][c:4]([C:11]2=[N:12][O:13][C:14]([C:16]([F:17])([F:18])[F:19])([c:20]3[cH:21][c:22]([Cl:27])[cH:23][c:24]([Cl:26])[cH:25]3)[CH2:15]2)[cH:5][cH:6][c:7]1[CH:8]([CH3:9])[Cl:34]. Reactants: Cl.BrC1=NC=NC=C1 (4-bromopyrimidine hydrochloride), CC1=C(N)C(=CC(=C1)B1OC(C(O1)(C)C)(C)C)C (2,6-dimethyl-4-(4,4,5,5-tetramethyl-1,3,2-dioxaborolan-2-yl)aniline), Intermediate 62. Run at temperature 70 celsius, time 12 hour. Yields the product CC1=C(N)C(=CC(=C1)C1=NC=NC=C1)C (2,6-Dimethyl-4-(pyrimidin-4-yl)aniline). Reaction SMILES: Cl.Br[C:3]1[CH:8]=[CH:7][N:6]=[CH:5][N:4]=1.[CH3:9][C:10]1[CH:16]=[C:15](B2OC(C)(C)C(C)(C)O2)[CH:14]=[C:13]([CH3:26])[C:11]=1[NH2:12]>>[CH3:9][C:10]1[CH:16]=[C:15]([C:3]2[CH:8]=[CH:7][N:6]=[CH:5][N:4]=2)[CH:14]=[C:13]([CH3:26])[C:11]=1[NH2:12] |f:0.1|. Procedure details: The title compound is prepared from 4-bromopyrimidine hydrochloride and 2,6-dimethyl-4-(4,4,5,5-tetramethyl-1,3,2-dioxaborolan-2-yl)aniline following a procedure analogous to that described in Step 2 of Intermediate 62. The mixture is stirred for 12 hours at 70° C. LC (method 9): tR=0.74 min; Mass spectrum (ESI+): m/z=200 [M+H]+.